Dataset: the Open Reaction Database (ORD), a public repository of structured organic reaction records. Task: describe an organic reaction: reactants, conditions, products, and yield The reactants are CCCC[N+](CCCC)(CCCC)CCCC, C1CCOC1, CC(C)[Si](OCCC1(CCN2CCCC2)CC(c2cccc(Cl)c2)C(c2ccc(Cl)cc2)N(CC2CC2)C1=O)(C(C)C)C(C)C, [F-]. Product: O=C1N(CC2CC2)C(c2ccc(Cl)cc2)C(c2cccc(Cl)c2)CC1(CCO)CCN1CCCC1. RXN SMILES: [CH2:47]([N+:48]([CH2:49][CH2:50][CH2:51][CH3:52])([CH2:53][CH2:54][CH2:55][CH3:56])[CH2:57][CH2:58][CH2:59][CH3:60])[CH2:61][CH2:62][CH3:63].[CH2:64]1[O:65][CH2:66][CH2:67][CH2:68]1.[Cl:1][c:2]1[cH:3][c:4]([CH:8]2[CH2:9][C:10]([CH2:26][CH2:27][O:28][Si:29]([CH:30]([CH3:31])[CH3:32])([CH:33]([CH3:34])[CH3:35])[CH:36]([CH3:37])[CH3:38])([CH2:39][CH2:40][N:41]3[CH2:42][CH2:43][CH2:44][CH2:45]3)[C:11](=[O:25])[N:12]([CH2:21][CH:22]3[CH2:23][CH2:24]3)[CH:13]2[c:14]2[cH:15][cH:16][c:17]([Cl:20])[cH:18][cH:19]2)[cH:5][cH:6][cH:7]1.[F-:46]>>[Cl:1][c:2]1[cH:3][c:4]([CH:8]2[CH2:9][C:10]([CH2:26][CH2:27][OH:28])([CH2:39][CH2:40][N:41]3[CH2:42][CH2:43][CH2:44][CH2:45]3)[C:11](=[O:25])[N:12]([CH2:21][CH:22]3[CH2:23][CH2:24]3)[CH:13]2[c:14]2[cH:15][cH:16][c:17]([Cl:20])[cH:18][cH:19]2)[cH:5][cH:6][cH:7]1. Starting materials: ClCCCC1=NOC2=C1C=CC(=C2)F (3-(3-chloropropyl)-6-fluoro-1,2-benzisoxazole), CN1CCN2C=3C(=CC=CC13)[C@H]1[C@@H]2CCNC1 ((6bR,10aS)-3-methyl-2,3,6b,7,8,9,10,10a-octahydro-1H-pyrido[3′,4′:4,5]pyrrolo[1,2,3-de]quinoxaline), N (NH3). Product: Cl.FC1=CC2=C(C(=NO2)CCCN2C[C@@H]3[C@@H](N4CCN(C=5C=CC=C3C45)C)CC2)C=C1 ((6bR,10aS)-8-[3-(6-fluoro-1,2-benzisoxazol-3-yl)propyl]-3-methyl-2,3,6b,7,8,9,10,10a-octahydro-1H-pyrido[3′,4′:4,5]pyrrolo[1,2,3-de]quinoxaline hydrochloride). RXN SMILES: [Cl:1][CH2:2][CH2:3][CH2:4][C:5]1[C:9]2[CH:10]=[CH:11][C:12]([F:14])=[CH:13][C:8]=2[O:7][N:6]=1.[CH3:15][N:16]1[C:25]2[CH:24]=[CH:23][CH:22]=[C:21]3[C@@H:26]4[CH2:31][NH:30][CH2:29][CH2:28][C@@H:27]4[N:19]([C:20]=23)[CH2:18][CH2:17]1.N>>[ClH:1].[F:14][C:12]1[CH:11]=[CH:10][C:9]2[C:5]([CH2:4][CH2:3][CH2:2][N:30]3[CH2:29][CH2:28][C@@H:27]4[N:19]5[C:20]6[C:21]([C@@H:26]4[CH2:31]3)=[CH:22][CH:23]=[CH:24][C:25]=6[N:16]([CH3:15])[CH2:17][CH2:18]5)=[N:6][O:7][C:8]=2[CH:13]=1 |f:3.4|. Procedure: The title compound was prepared from addition of 3-(3-chloropropyl)-6-fluoro-1,2-benzisoxazole from Step D and (6bR,10aS)-3-methyl-2,3,6b,7,8,9,10,10a-octahydro-1H-pyrido[3′,4′:4,5]pyrrolo[1,2,3-de]quinoxaline following General procedure A, Example 197. 1H NMR (300 MHz, CDCl3) δ 7.63 (dd, J=8.8 Hz, 4.7 Hz, 1H), 7.20–7.24 (m, 1H), 7.03–7.10 (m, 1H), 6.65 (dd, J=7.7 Hz, 7.7 Hz, 1H), 6.50 (d, J=7.3 Hz, 1H), 6.41 (d, J=7.3 Hz), 3.73–3.77 (m, 1H), 3.55–3.62 (m, 1H), 3.21–3.32 (m, 3H), 2.91–3.10 (m, 3...